From a dataset of the Open Reaction Database (ORD), a public repository of structured organic reaction records. describe an organic reaction: reactants, conditions, products, and yield The reactants are NCC=1C(=NON1)C1=NOC(N1C1=CC(=C(C=C1)F)Cl)=O (3-[4-(Aminomethyl)-1,2,5-oxadiazol-3-yl]-4-(3-chloro-4-fluorophenyl)-1,2,4-oxadiazol-5(4H)-one), C1(=CC=CC=C1)N=C=O (Phenyl isocyanate). The reagents and catalysts are CN(C)C=1C=CN=CC1 (DMAP). Solvent: C(C)#N (ACN), C(Cl)Cl (DCM), CO (MeOH). Conditions: time 6 hour. The product is ClC=1C=C(C=CC1F)NC(=NO)C1=NON=C1CNC(=O)NC1=CC=CC=C1 (N-(3-Chloro-4-fluoro-phenyl)-N′-hydroxy-4-[(3-phenyl-ureido)-methyl]-furazan-3-carboxamidine). The yield is 164.7%. RXN SMILES: [NH2:1][CH2:2][C:3]1[C:4]([C:8]2[N:12]([C:13]3[CH:18]=[CH:17][C:16]([F:19])=[C:15]([Cl:20])[CH:14]=3)C(=O)[O:10][N:9]=2)=[N:5][O:6][N:7]=1.[C:22]1([N:28]=[C:29]=[O:30])[CH:27]=[CH:26][CH:25]=[CH:24][CH:23]=1>C(#N)C.C(Cl)Cl.CN(C1C=CN=CC=1)C.CO>[Cl:20][C:15]1[CH:14]=[C:13]([NH:12][C:8]([C:4]2[C:3]([CH2:2][NH:1][C:29]([NH:28][C:22]3[CH:27]=[CH:26][CH:25]=[CH:24][CH:23]=3)=[O:30])=[N:7][O:6][N:5]=2)=[N:9][OH:10])[CH:18]=[CH:17][C:16]=1[F:19]. Reported procedure: 3-[4-(Aminomethyl)-1,2,5-oxadiazol-3-yl]-4-(3-chloro-4-fluorophenyl)-1,2,4-oxadiazol-5(4H)-one (10 mg, 0.003 mmol) was dissolved in ACN (0.2 mL) and DCM (0.2 mL). Phenyl isocyanate (7.6 mg, 0.064 mmol) DIPEA(0.012 mg, 0.096 mmol) and DMAP (0.4 mg, 0.03 mmol) were added and stirred at rt for 6 hrs. The reaction was then diluted with MeOH and purified by preparative LCMS. The intermediate was stripped to dryness, redissolved in EtOH (1 mL) and 1 M of sodium hydroxide in water (0.06 mL) was added. ... The reactants are O=S(=O)(c1ccccc1)n1ccc2c(Br)ccnc21, [Li]CCCC, CN(C)C=O, CC(C)NC(C)C, C1CCOC1. Yields the product O=Cc1cc2c(Br)ccnc2n1S(=O)(=O)c1ccccc1. As a reaction SMILES: [Br:13][c:14]1[c:15]2[c:16]([n:17][cH:18][cH:19]1)[n:20]([S:23](=[O:24])(=[O:25])[c:26]1[cH:27][cH:28][cH:29][cH:30][cH:31]1)[cH:21][cH:22]2.[CH2:1]([Li:2])[CH2:3][CH2:4][CH3:5].[CH3:32][N:33]([CH:34]=[O:35])[CH3:36].[CH:6]([NH:7][CH:8]([CH3:9])[CH3:10])([CH3:11])[CH3:12].[O:37]1[CH2:38][CH2:39][CH2:40][CH2:41]1>>[Br:13][c:14]1[c:15]2[c:16]([n:17][cH:18][cH:19]1)[n:20]([S:23](=[O:24])(=[O:25])[c:26]1[cH:27][cH:28][cH:29][cH:30][cH:31]1)[c:21]([CH:34]=[O:35])[cH:22]2.